The task is: describe an organic reaction: reactants, conditions, products, and yield. This data is from the Open Reaction Database (ORD), a public repository of structured organic reaction records. Starting materials: Brc1ccc(SC2CN3CCC2CC3)cc1, Nc1ccccc1. Yields the product c1ccc(Nc2ccc(SC3CN4CCC3CC4)cc2)cc1. As a reaction SMILES: [Br:1][c:2]1[cH:3][cH:4][c:5]([S:8][CH:9]2[CH2:10][N:11]3[CH2:12][CH2:13][CH:14]2[CH2:15][CH2:16]3)[cH:6][cH:7]1.[NH2:17][c:18]1[cH:19][cH:20][cH:21][cH:22][cH:23]1>>[c:2]1([NH:17][c:18]2[cH:19][cH:20][cH:21][cH:22][cH:23]2)[cH:3][cH:4][c:5]([S:8][CH:9]2[CH2:10][N:11]3[CH2:12][CH2:13][CH:14]2[CH2:15][CH2:16]3)[cH:6][cH:7]1. Reactants: Cc1cc(Br)cc2c1C(=O)N(Cc1ccc(OC(F)(F)F)cc1)C2, C#CCN1CCN(C)CC1, CC(C)NC(C)C, [Cu]I, Cl[Pd]Cl, c1ccc(P(c2ccccc2)c2ccccc2)cc1, c1ccc(P(c2ccccc2)c2ccccc2)cc1. Yields the product Cc1cc(C#CCN2CCN(C)CC2)cc2c1C(=O)N(Cc1ccc(OC(F)(F)F)cc1)C2. RXN SMILES: [Br:11][c:12]1[cH:13][c:14]2[c:18]([c:19]([CH3:21])[cH:20]1)[C:17](=[O:22])[N:16]([CH2:23][c:24]1[cH:25][cH:26][c:27]([O:30][C:31]([F:32])([F:33])[F:34])[cH:28][cH:29]1)[CH2:15]2.[CH3:1][N:2]1[CH2:3][CH2:4][N:5]([CH2:8][C:9]#[CH:10])[CH2:6][CH2:7]1.[CH:35]([NH:36][CH:37]([CH3:38])[CH3:39])([CH3:40])[CH3:41].[Cu:83][I:84].[Pd:42]([Cl:43])[Cl:44].[c:45]1([P:46]([c:47]2[cH:48][cH:49][cH:50][cH:51][cH:52]2)[c:53]2[cH:54][cH:55][cH:56][cH:57][cH:58]2)[cH:59][cH:60][cH:61][cH:62][cH:63]1.[c:64]1([P:65]([c:66]2[cH:67][cH:68][cH:69][cH:70][cH:71]2)[c:72]2[cH:73][cH:74][cH:75][cH:76][cH:77]2)[cH:78][cH:79][cH:80][cH:81][cH:82]1>>[CH3:1][N:2]1[CH2:3][CH2:4][N:5]([CH2:8][C:9]#[C:10][c:12]2[cH:13][c:14]3[c:18]([c:19]([CH3:21])[cH:20]2)[C:17](=[O:22])[N:16]([CH2:23][c:24]2[cH:25][cH:26][c:27]([O:30][C:31]([F:32])([F:33])[F:34])[cH:28][cH:29]2)[CH2:15]3)[CH2:6][CH2:7]1. Starting materials: Cl (hydrochloric acid), aqueous solution, [OH-].[Na+] (sodium hydroxide), C(C)N(C1=C(C=CC=C1)C1=CC(=C(C(=O)OC)C=C1)NC(=O)C=1C=NC=C(C1)C1=CC=CC=C1)C (methyl 4-(2-((ethyl)(methyl)amino)phenyl)-2-(5-phenylpyridine-3-carboxamido)benzoate). The solvent is O1CCOCC1 (dioxane). Reaction conditions: time 1 hour. Yields the product C(C)N(C1=C(C=CC=C1)C1=CC(=C(C(=O)[O-])C=C1)NC(=O)C=1C=NC=C(C1)C1=CC=CC=C1)C.[Na+] (sodium 4-(2-((ethyl)(methyl)amino)phenyl)-2-(5-phenylpyridine-3-carboxamido)benzoate). Reaction SMILES: [OH-].[Na+:2].[CH2:3]([N:5]([CH3:37])[C:6]1[CH:11]=[CH:10][CH:9]=[CH:8][C:7]=1[C:12]1[CH:21]=[CH:20][C:15]([C:16]([O:18]C)=[O:17])=[C:14]([NH:22][C:23]([C:25]2[CH:26]=[N:27][CH:28]=[C:29]([C:31]3[CH:36]=[CH:35][CH:34]=[CH:33][CH:32]=3)[CH:30]=2)=[O:24])[CH:13]=1)[CH3:4].Cl>O1CCOCC1>[CH2:3]([N:5]([CH3:37])[C:6]1[CH:11]=[CH:10][CH:9]=[CH:8][C:7]=1[C:12]1[CH:21]=[CH:20][C:15]([C:16]([O-:18])=[O:17])=[C:14]([NH:22][C:23]([C:25]2[CH:26]=[N:27][CH:28]=[C:29]([C:31]3[CH:36]=[CH:35][CH:34]=[CH:33][CH:32]=3)[CH:30]=2)=[O:24])[CH:13]=1)[CH3:4].[Na+:2] |f:0.1,5.6|. Procedure: A 1 mol/L aqueous solution of sodium hydroxide (0.67 mL) was added to a dioxane (3.0 mL) solution of the obtained methyl 4-(2-((ethyl)(methyl)amino)phenyl)-2-(5-phenylpyridine-3-carboxamido)benzoate (0.10 g) at room temperature, followed by stirring at the same temperature for 1 hour and then at 55° C. for 1 hour and 30 minutes. After cooling the reaction mixture to room temperature and adjusting the pH to 7.3 with 1 mol/L hydrochloric acid, the solvent was evaporated under reduced pressure. Wat... The reactants are BrCC1(CC1)C(=O)C1(CC1)CBr (1-bromomethylcyclopropylketone), N1=CC=CC=C1 (pyridine). Solvent: C(C)O (ethanol). Product: [Br-].C1(CC1)C(=O)C[N+]1=CC=CC=C1 (1-cyclopropylcarbonylmethylpyridinium bromide). As a reaction SMILES: [Br:1]C[C:3]1([C:6]([C:8]2(CBr)[CH2:10][CH2:9]2)=[O:7])CC1.[N:13]1[CH:18]=[CH:17][CH:16]=[CH:15][CH:14]=1>C(O)C>[Br-:1].[CH:8]1([C:6]([CH2:3][N+:13]2[CH:18]=[CH:17][CH:16]=[CH:15][CH:14]=2)=[O:7])[CH2:9][CH2:10]1 |f:3.4|. Procedure: 2.4 g of 1-bromomethylcyclopropylketone and 5.8 cm3 of pyridine are introduced into a three-necked flask containing 40 cm3 of ethanol and then the mixture is heated for 2 hours under reflux. After concentrating to dryness at 40° C. under reduced pressure (2.7 kPa), the residue is taken up in twice 30 cm3 of diethyl ether. After filtration, washing with diethyl ether, the precipitate is dried under reduced pressure (90 Pa) to give 3.4 g of 1-cyclopropylcarbonylmethylpyridinium bromide in the form... The reactants are CCOC(=O)c1ccc(Sc2c(-c3cc(Cl)ccc3OC)c3cc(C(F)(F)F)ccc3[nH]c2=O)cc1, C1CCOC1, Cl, [Na+], [OH-], O. Yields the product COc1ccc(Cl)cc1-c1c(Sc2ccc(C(=O)O)cc2)c(=O)[nH]c2ccc(C(F)(F)F)cc12. As a reaction SMILES: [CH2:1]([CH3:2])[O:3][C:4]([c:5]1[cH:6][cH:7][c:8]([S:11][c:12]2[c:13](=[O:35])[nH:14][c:15]3[cH:16][cH:17][c:18]([C:31]([F:32])([F:33])[F:34])[cH:19][c:20]3[c:21]2-[c:22]2[c:23]([O:29][CH3:30])[cH:24][cH:25][c:26]([Cl:28])[cH:27]2)[cH:9][cH:10]1)=[O:36].[CH2:40]1[O:41][CH2:42][CH2:43][CH2:44]1.[ClH:39].[Na+:38].[OH-:37].[OH2:45]>>[O:3]=[C:4]([c:5]1[cH:6][cH:7][c:8]([S:11][c:12]2[c:13](=[O:35])[nH:14][c:15]3[cH:16][cH:17][c:18]([C:31]([F:32])([F:33])[F:34])[cH:19][c:20]3[c:21]2-[c:22]2[c:23]([O:29][CH3:30])[cH:24][cH:25][c:26]([Cl:28])[cH:27]2)[cH:9][cH:10]1)[OH:36]. Starting materials: C1CCNCC1, CCOC(C)=O, O=[N+]([O-])c1ccc(CCl)c(Cl)c1. Yields the product O=[N+]([O-])c1ccc(CN2CCCCC2)c(Cl)c1. Reaction SMILES: [CH2:13]1[CH2:14][CH2:15][NH:16][CH2:17][CH2:18]1.[CH3:19][CH2:20][O:21][C:22](=[O:23])[CH3:24].[Cl:1][c:2]1[c:3]([CH2:11][Cl:12])[cH:4][cH:5][c:6]([N+:8](=[O:9])[O-:10])[cH:7]1>>[Cl:1][c:2]1[c:3]([CH2:11][N:16]2[CH2:15][CH2:14][CH2:13][CH2:18][CH2:17]2)[cH:4][cH:5][c:6]([N+:8](=[O:9])[O-:10])[cH:7]1.